This data is from the Open Reaction Database (ORD), a public repository of structured organic reaction records. The task is: describe an organic reaction: reactants, conditions, products, and yield Starting materials: ClC=1C=C(C=CC1Cl)N=C=O (3,4-dichlorophenyl isocyanate), Cl.Cl.C(C1=CC=CC=C1)N1CC(CCC1)CN1C(CNCC1)=O (1-[(1-benzylpiperidin-3-yl)methyl]piperazin-2-one dihydrochloride), CN(C=O)C (dimethylformamide), C(C)(C)N(C(C)C)CC (N,N-di-iso-propylethylamine). Solvent: ClCCl (dichloromethane). Reaction conditions: time 5 minute. Yields the product C(C1=CC=CC=C1)N1CC(CCC1)CN1C(CN(CC1)C(=O)NC1=CC(=C(C=C1)Cl)Cl)=O (4-[(1-Benzylpiperidin-3-yl)methyl]-N-(3,4-dichlorophenyl)-3-oxopiperazine-1-carboxamide). The yield is 84.0%. RXN SMILES: Cl.Cl.[CH2:3]([N:10]1[CH2:15][CH2:14][CH2:13][CH:12]([CH2:16][N:17]2[CH2:22][CH2:21][NH:20][CH2:19][C:18]2=[O:23])[CH2:11]1)[C:4]1[CH:9]=[CH:8][CH:7]=[CH:6][CH:5]=1.C(N(CC)C(C)C)(C)C.CN(C)C=O.[Cl:38][C:39]1[CH:40]=[C:41]([N:46]=[C:47]=[O:48])[CH:42]=[CH:43][C:44]=1[Cl:45]>ClCCl>[CH2:3]([N:10]1[CH2:15][CH2:14][CH2:13][CH:12]([CH2:16][N:17]2[CH2:22][CH2:21][N:20]([C:47]([NH:46][C:41]3[CH:42]=[CH:43][C:44]([Cl:45])=[C:39]([Cl:38])[CH:40]=3)=[O:48])[CH2:19][C:18]2=[O:23])[CH2:11]1)[C:4]1[CH:5]=[CH:6][CH:7]=[CH:8][CH:9]=1 |f:0.1.2|. Procedure: To a mixture of 1-[(1-benzylpiperidin-3-yl)methyl]piperazin-2-one dihydrochloride (83 mg) in dichloromethane (10 mL) was added N,N-di-iso-propylethylamine (0.1 mL). After 1 minute dimethylformamide (1 mL) was added followed by 3,4-dichlorophenyl isocyanate (47 mg). The solution was stirred for 5 minutes and then partitioned between dichloromethane and water. The organic layer was separated, dried over sodium sulfate and evaporated. The residue was purified by silica column chromatography, elutin... The reactants are [BH4-], COC(=O)Cc1nc(-c2ccccc2)oc1C, CO, [Na+], C1CCOC1, O. Product: Cc1oc(-c2ccccc2)nc1CCO. Reaction SMILES: [BH4-:18].[CH3:1][c:2]1[c:3]([CH2:13][C:14](=[O:15])[O:16][CH3:17])[n:4][c:5](-[c:7]2[cH:8][cH:9][cH:10][cH:11][cH:12]2)[o:6]1.[CH3:20][OH:21].[Na+:19].[O:23]1[CH2:24][CH2:25][CH2:26][CH2:27]1.[OH2:22]>>[CH3:1][c:2]1[c:3]([CH2:13][CH2:14][OH:15])[n:4][c:5](-[c:7]2[cH:8][cH:9][cH:10][cH:11][cH:12]2)[o:6]1.